From a dataset of the Open Reaction Database (ORD), a public repository of structured organic reaction records. describe an organic reaction: reactants, conditions, products, and yield Reactants: COC=1C=C(C(C2=CC=CC3=CC=CC=C23)Cl)C=CC1 (3-methoxy-α-(1-naphthyl)benzyl chloride), COC=1C=C(C(C=2OC3=C(C2)C=CC=C3)O)C=CC1 (3-methoxy-α-(2-benzofuranyl)benzyl alcohol). Product: COC=1C=C(C(C=2OC3=C(C2)C=CC=C3)Cl)C=CC1 (3-methoxy-α-(2-benzofuranyl)benzyl chloride). As a reaction SMILES: [CH3:1][O:2][C:3]1[CH:4]=[C:5]([CH:18]=[CH:19][CH:20]=1)[CH:6]([Cl:17])[C:7]1[C:16]2[C:11](=[CH:12][CH:13]=[CH:14][CH:15]=2)[CH:10]=CC=1.C[O:22]C1C=C(C=CC=1)C(O)C1OC2C=CC=CC=2C=1>>[CH3:1][O:2][C:3]1[CH:4]=[C:5]([CH:18]=[CH:19][CH:20]=1)[CH:6]([Cl:17])[C:7]1[O:22][C:12]2[CH:13]=[CH:14][CH:15]=[CH:10][C:11]=2[CH:16]=1. Reported procedure: The compound 12 was prepared by following the synthesis procedure as described for compound 2, but substituting compound 1 for compound 11. Reactants: O=C([O-])O, [Na+], COC(=O)CSc1ccsc1C1OCCO1, O. Yields the product COC(=O)CSc1ccsc1C=O. Reaction SMILES: [C:17](=[O:18])([OH:19])[O-:20].[Na+:21].[O:1]1[CH:2]([c:6]2[s:7][cH:8][cH:9][c:10]2[S:11][CH2:12][C:13](=[O:14])[O:15][CH3:16])[O:5][CH2:4][CH2:3]1.[OH2:22]>>[O:1]=[CH:2][c:6]1[s:7][cH:8][cH:9][c:10]1[S:11][CH2:12][C:13](=[O:14])[O:15][CH3:16]. Starting materials: FC1=C(CN(CCC(=O)OC(C)(C)C)C)C=C(C=C1)C1=NOC(=N1)C1=CC(=C(C=C1)C1=C(C=CC=C1)C)COC (tert-butyl N-(2-fluoro-5-{5-[2-(methoxymethyl)-2′-methylbiphenyl-4-yl]-1,2,4-oxadiazol-3-yl}benzyl)-N-methyl-beta-alaninate). Solvent: Cl (HCl), O1CCOCC1 (dioxane). Conditions: time 30 hour. Product: COCC1=C(C=CC(=C1)C1=NC(=NO1)C=1C=C(CN(CCC(=O)O)C)C=CC1)C1=C(C=CC=C1)C (N-(3-{5-[2-(methoxymethyl)-2′-methylbiphenyl-4-yl]-1,2,4-oxadiazol-3-yl}benzyl)-N-methyl-beta-alanine). RXN SMILES: F[C:2]1[CH:19]=[CH:18][C:17]([C:20]2[N:24]=[C:23]([C:25]3[CH:30]=[CH:29][C:28]([C:31]4[CH:36]=[CH:35][CH:34]=[CH:33][C:32]=4[CH3:37])=[C:27]([CH2:38][O:39][CH3:40])[CH:26]=3)[O:22][N:21]=2)=[CH:16][C:3]=1[CH2:4][N:5]([CH3:15])[CH2:6][CH2:7][C:8]([O:10]C(C)(C)C)=[O:9]>Cl.O1CCOCC1>[CH3:40][O:39][CH2:38][C:27]1[CH:26]=[C:25]([C:23]2[O:22][N:21]=[C:20]([C:17]3[CH:16]=[C:3]([CH:2]=[CH:19][CH:18]=3)[CH2:4][N:5]([CH3:15])[CH2:6][CH2:7][C:8]([OH:10])=[O:9])[N:24]=2)[CH:30]=[CH:29][C:28]=1[C:31]1[CH:36]=[CH:35][CH:34]=[CH:33][C:32]=1[CH3:37]. Reported procedure: tert-butyl N-(2-fluoro-5-{5-[2-(methoxymethyl)-2′-methylbiphenyl-4-yl]-1,2,4-oxadiazol-3-yl}benzyl)-N-methyl-beta-alaninate obtained in step 1 was dissolved in HCl in dioxane (4M, 10 mL), stirred at RT for 30 h. After this time, solvents were removed under vacuum, residue was triturated with Et2O and filtered to give the title compound as an off-white powder. 1H NMR (DMSO-d6, 300 MHz) δ 12.74 (bs, 1H), 10.38 (bs, 1H), 8.36-8.33 (m, 1H), 8.23-8.20 (m, 1H), 8.18-8.15 (m, 1H), 7.87-7.84 (m, 1H), 7.... Reactants: NC1=C(C=CC=C1)O (2-Aminophenol), C([O-])([O-])=O.[Na+].[Na+] (sodium carbonate), Cl.CN(CCCl)CCCl (N-methylbis(2-chloroethyl)amine hydrochloride). Run in C(CCC)O (1-butanol). Reaction conditions: temperature 123 celsius. The product is N1(CCNCC1)C1=C(C=CC=C1)O (2-(piperazin-1-yl)phenol). RXN SMILES: [NH2:1][C:2]1[CH:7]=[CH:6][CH:5]=[CH:4][C:3]=1[OH:8].C(=O)([O-])[O-].[Na+].[Na+].Cl.C[N:17]([CH2:21][CH2:22]Cl)[CH2:18][CH2:19]Cl>C(O)CCC>[N:1]1([C:2]2[CH:7]=[CH:6][CH:5]=[CH:4][C:3]=2[OH:8])[CH2:22][CH2:21][NH:17][CH2:18][CH2:19]1 |f:1.2.3,4.5|. Procedure details: 2-Aminophenol (6 g; 54 mmol) is dissolved in 1-butanol (110 ml) in the presence of sodium carbonate (2.9 g; 27.5 mmol) and N-methylbis(2-chloroethyl)amine hydrochloride (11.1 g; 58 mmol). The suspension is heated at 123° C. for 3 days. The butanol is evaporated off under reduced pressure and compound 43A is purified by flash chromatography with the following mixtures of eluents: NH4 OH/acetone/CH2Cl2 (0.5/20/80) and then NH4 OH/methanol/CH2Cl2 (1/5/95). The reactants are C1(CC1)N(C(C1=CC=C(C=C1)C1=CN=CO1)=O)C1CCNCC1 (N-cyclopropyl-4-oxazol-5-yl-N-piperidin-4-yl-benzamide), ClC1=NC=C(C=N1)OC (2-chloro-5-methoxy-pyrimidine). Yields the product C1(CC1)N(C(C1=CC=C(C=C1)C1=CN=CO1)=O)C1CCN(CC1)C1=NC=C(C=N1)OC (N-Cyclopropyl-N-[1-(5-methoxy-pyrimidin-2-yl)-piperidin-4-yl]-4-oxazol-5-yl-benzamide). RXN SMILES: [CH:1]1([N:4]([CH:18]2[CH2:23][CH2:22][NH:21][CH2:20][CH2:19]2)[C:5](=[O:17])[C:6]2[CH:11]=[CH:10][C:9]([C:12]3[O:16][CH:15]=[N:14][CH:13]=3)=[CH:8][CH:7]=2)[CH2:3][CH2:2]1.Cl[C:25]1[N:30]=[CH:29][C:28]([O:31][CH3:32])=[CH:27][N:26]=1>>[CH:1]1([N:4]([CH:18]2[CH2:23][CH2:22][N:21]([C:25]3[N:30]=[CH:29][C:28]([O:31][CH3:32])=[CH:27][N:26]=3)[CH2:20][CH2:19]2)[C:5](=[O:17])[C:6]2[CH:7]=[CH:8][C:9]([C:12]3[O:16][CH:15]=[N:14][CH:13]=3)=[CH:10][CH:11]=2)[CH2:3][CH2:2]1. Procedure details: The title compound is prepared from N-cyclopropyl-4-oxazol-5-yl-N-piperidin-4-yl-benzamide and 2-chloro-5-methoxy-pyrimidine following a procedure analogous to that described in Example 19. LC (method 9): tR=1.88 min; Mass spectrum (ESI+): m/z=420 [M+H]+. Starting materials: O=CCNCCl, O=C=Nc1nnc(C(F)(F)F)s1, c1ccccc1. The product is O=CCN(CCl)C(=O)Nc1nnc(C(F)(F)F)s1. As a reaction SMILES: [Cl:13][CH2:14][NH:15][CH2:16][CH:17]=[O:18].[F:1][C:2]([c:3]1[n:4][n:5][c:6]([N:8]=[C:9]=[O:10])[s:7]1)([F:11])[F:12].[cH:19]1[cH:20][cH:21][cH:22][cH:23][cH:24]1>>[F:1][C:2]([c:3]1[n:4][n:5][c:6]([NH:8][C:9](=[O:10])[N:15]([CH2:14][Cl:13])[CH2:16][CH:17]=[O:18])[s:7]1)([F:11])[F:12]. Reactants: C=CCCN1C(=O)c2ccccc2C1=O, CCOC(=O)CCCCc1ccc(Br)cn1, C1CCOC1, CCOC(C)=O, B1C2CCCC1CCC2, [K+], [K+], O=C([O-])[O-], CC(=O)[O-], CC(=O)[O-], CN(C)C=O, [Pd+2]. Product: CCOC(=O)CCCCc1ccc(CCCCN2C(=O)c3ccccc3C2=O)cn1. RXN SMILES: [CH2:1]([CH2:2][CH:3]=[CH2:4])[N:5]1[C:6](=[O:15])[c:7]2[cH:8][cH:9][cH:10][cH:11][c:12]2[C:13]1=[O:14].[CH2:31]([CH3:32])[O:33][C:34]([CH2:35][CH2:36][CH2:37][CH2:38][c:39]1[n:40][cH:41][c:42]([Br:45])[cH:43][cH:44]1)=[O:46].[CH2:47]1[O:48][CH2:49][CH2:50][CH2:51]1.[CH3:57][CH2:58][O:59][C:60](=[O:61])[CH3:62].[CH:16]12[CH2:17][CH2:18][CH2:19][CH:20]([BH:21]1)[CH2:22][CH2:23][CH2:24]2.[K+:25].[K+:26].[O-:27][C:28]([O-:29])=[O:30].[O-:64][C:65]([CH3:66])=[O:67].[O-:68][C:69]([CH3:70])=[O:71].[O:52]=[CH:53][N:54]([CH3:55])[CH3:56].[Pd+2:63]>>[CH2:1]([CH2:2][CH2:3][CH2:4][c:42]1[cH:41][n:40][c:39]([CH2:38][CH2:37][CH2:36][CH2:35][C:34]([O:33][CH2:31][CH3:32])=[O:46])[cH:44][cH:43]1)[N:5]1[C:6](=[O:15])[c:7]2[cH:8][cH:9][cH:10][cH:11][c:12]2[C:13]1=[O:14]. Yield: 42.0%. Procedure details: The compound is prepared according to the method described in Example 1B from cinnamaldehyde thiosemicarbazone (0.5 mmol) (Eur. J. Med. Chem. 25(7), 581-588, 1990) and from 2-bromo-4′-trifluoromethylacetophenone (0.5 mmol) (Tet., 59(8) 1317-1325, 2003). Yield 42%. The reactants are C(C=CC1=CC=CC=C1)=NNC(=S)N (cinnamaldehyde thiosemicarbazone), BrCC(=O)C1=CC=C(C=C1)C(F)(F)F (2-bromo-4′-trifluoromethylacetophenone). RXN SMILES: [CH:1](=[N:10][NH:11][C:12]([NH2:14])=[S:13])[CH:2]=[CH:3][C:4]1[CH:9]=[CH:8][CH:7]=[CH:6][CH:5]=1.Br[CH2:16][C:17]([C:19]1[CH:24]=[CH:23][C:22]([C:25]([F:28])([F:27])[F:26])=[CH:21][CH:20]=1)=O>>[F:26][C:25]([F:27])([F:28])[C:22]1[CH:21]=[CH:20][C:19]([C:17]2[N:14]=[C:12]([NH:11][N:10]=[CH:1][CH:2]=[CH:3][C:4]3[CH:9]=[CH:8][CH:7]=[CH:6][CH:5]=3)[S:13][CH:16]=2)=[CH:24][CH:23]=1. The product is FC(C1=CC=C(C=C1)C=1N=C(SC1)NN=CC=CC1=CC=CC=C1)(F)F (3-phenyl-2-propenal-[4-(4-trifluoromethyl phenyl)-2-thiazolyl]hydrazone). The reactants are CCOc1nc2cccc(C(=O)OC(C)OC(=O)OC3CCCCC3)c2n1Cc1ccc(-c2ccccc2-c2nnnn2C(c2ccccc2)(c2ccccc2)c2ccccc2)cc1, CCO, CO. Product: CCOc1nc2cccc(C(=O)OC(C)OC(=O)OC3CCCCC3)c2n1Cc1ccc(-c2ccccc2-c2nnn[nH]2)cc1. As a reaction SMILES: [CH2:1]([CH3:2])[O:3][c:4]1[n:5][c:6]2[c:7]([n:8]1[CH2:9][c:10]1[cH:11][cH:12][c:13](-[c:16]3[c:17](-[c:22]4[n:23][n:24][n:25][n:26]4[C:27]([c:28]4[cH:29][cH:30][cH:31][cH:32][cH:33]4)([c:34]4[cH:35][cH:36][cH:37][cH:38][cH:39]4)[c:40]4[cH:41][cH:42][cH:43][cH:44][cH:45]4)[cH:18][cH:19][cH:20][cH:21]3)[cH:14][cH:15]1)[c:46]([C:50](=[O:51])[O:52][CH:53]([CH3:54])[O:55][C:56](=[O:57])[O:58][CH:59]1[CH2:60][CH2:61][CH2:62][CH2:63][CH2:64]1)[cH:47][cH:48][cH:49]2.[CH3:65][CH2:66][OH:67].[CH3:68][OH:69]>>[CH2:1]([CH3:2])[O:3][c:4]1[n:5][c:6]2[c:7]([n:8]1[CH2:9][c:10]1[cH:11][cH:12][c:13](-[c:16]3[c:17](-[c:22]4[nH:23][n:24][n:25][n:26]4)[cH:18][cH:19][cH:20][cH:21]3)[cH:14][cH:15]1)[c:46]([C:50](=[O:51])[O:52][CH:53]([CH3:54])[O:55][C:56](=[O:57])[O:58][CH:59]1[CH2:60][CH2:61][CH2:62][CH2:63][CH2:64]1)[cH:47][cH:48][cH:49]2. Reactants: CCOC(=O)C(CC(C)CC)N1CC(Oc2ccccc2Cl)=CC1=O, [Li+], C1CCOC1, [OH-]. Product: CCC(C)CC(C(=O)O)N1CC(Oc2ccccc2Cl)=CC1=O. RXN SMILES: [CH2:1]([CH3:2])[O:3][C:4]([CH:5]([CH2:6][CH:7]([CH2:8][CH3:9])[CH3:10])[N:11]1[C:12](=[O:24])[CH:13]=[C:14]([O:16][c:17]2[c:18]([Cl:23])[cH:19][cH:20][cH:21][cH:22]2)[CH2:15]1)=[O:25].[Li+:26].[O:28]1[CH2:29][CH2:30][CH2:31][CH2:32]1.[OH-:27]>>[O:3]=[C:4]([CH:5]([CH2:6][CH:7]([CH2:8][CH3:9])[CH3:10])[N:11]1[C:12](=[O:24])[CH:13]=[C:14]([O:16][c:17]2[c:18]([Cl:23])[cH:19][cH:20][cH:21][cH:22]2)[CH2:15]1)[OH:25].